This data is from the Open Reaction Database (ORD), a public repository of structured organic reaction records. The task is: describe an organic reaction: reactants, conditions, products, and yield Reactants: O=C([O-])O, OCc1ccc(OCc2ccccc2)cc1Cl, ClCCl, [Na+], BrP(Br)Br. Yields the product Clc1cc(OCc2ccccc2)ccc1CBr. Reaction SMILES: [C:22](=[O:23])([O-:24])[OH:25].[Cl:1][c:2]1[c:3]([CH2:16][OH:17])[cH:4][cH:5][c:6]([O:8][CH2:9][c:10]2[cH:11][cH:12][cH:13][cH:14][cH:15]2)[cH:7]1.[Cl:27][CH2:28][Cl:29].[Na+:26].[P:18]([Br:19])([Br:20])[Br:21]>>[Cl:1][c:2]1[c:3]([CH2:16][Br:19])[cH:4][cH:5][c:6]([O:8][CH2:9][c:10]2[cH:11][cH:12][cH:13][cH:14][cH:15]2)[cH:7]1.